From a dataset of the Open Reaction Database (ORD), a public repository of structured organic reaction records. describe an organic reaction: reactants, conditions, products, and yield Reactants: COC=1C=C(C(=O)O)C=CC1N (3-methoxy-4-aminobenzoic acid), C(CC)(=O)Cl (propionyl chloride), COC=1C=C(N)C=C(C1OC)OC (3,4,5-trimethoxyaniline). The product is COC=1C=C(C=C(C1OC)OC)NC(C1=CC(=C(C=C1)NC(CC)=O)OC)=O (N-(3′,4′,5′-trimethoxyphenyl)-3-methoxy-4-propionamidobenzamide). As a reaction SMILES: [CH3:1][O:2][C:3]1[CH:4]=[C:5]([CH:9]=[CH:10][C:11]=1[NH2:12])[C:6]([OH:8])=O.[C:13](Cl)(=[O:16])[CH2:14][CH3:15].[CH3:18][O:19][C:20]1[CH:21]=[C:22]([CH:24]=[C:25]([O:29][CH3:30])[C:26]=1[O:27][CH3:28])[NH2:23]>>[CH3:30][O:29][C:25]1[CH:24]=[C:22]([NH:23][C:6](=[O:8])[C:5]2[CH:9]=[CH:10][C:11]([NH:12][C:13](=[O:16])[CH2:14][CH3:15])=[C:3]([O:2][CH3:1])[CH:4]=2)[CH:21]=[C:20]([O:19][CH3:18])[C:26]=1[O:27][CH3:28]. Procedure: Compound 64 is synthesized following a similar method as in Example 1 and using 3-methoxy-4-aminobenzoic acid, propionyl chloride and 3,4,5-trimethoxyaniline as materials. Total yield of the two steps: 57%. Reactants: ClC=1C(=NC=C(C1)C(F)(F)F)C(CN1C(C=2C(C1=O)=CC=CC2)=O)=O (N-[2-[3-chloro-5-(trifluoromethyl)pyridin-2-yl]-2-oxoethyl]phthalimide), Cl.C(C)ON (ethoxyamine hydrochloride), O (water). Solvent: C(C)O (ethanol). Reaction conditions: time 18 hour. Yields the product ClC=1C(=NC=C(C1)C(F)(F)F)C(CN1C(C=2C(C1=O)=CC=CC2)=O)=NOCC (N-[2-[3-chloro-5-(trifluoromethyl)pyridin-2-yl]-2-(ethoxyimino)ethyl]phthalimide). The yield is 46.4%. As a reaction SMILES: [Cl:1][C:2]1[C:3]([C:12](=O)[CH2:13][N:14]2[C:18](=[O:19])[C:17]3=[CH:20][CH:21]=[CH:22][CH:23]=[C:16]3[C:15]2=[O:24])=[N:4][CH:5]=[C:6]([C:8]([F:11])([F:10])[F:9])[CH:7]=1.Cl.[CH2:27]([O:29][NH2:30])[CH3:28].O>C(O)C>[Cl:1][C:2]1[C:3]([C:12](=[N:30][O:29][CH2:27][CH3:28])[CH2:13][N:14]2[C:18](=[O:19])[C:17]3=[CH:20][CH:21]=[CH:22][CH:23]=[C:16]3[C:15]2=[O:24])=[N:4][CH:5]=[C:6]([C:8]([F:11])([F:10])[F:9])[CH:7]=1 |f:1.2|. Procedure details: To 214 mg of the N-[2-[3-chloro-5-(trifluoromethyl)pyridin-2-yl]-2-oxoethyl]phthalimide prepared in Step 2 in Synthetic Example 6 in 3 ml of ethanol, 84 mg of ethoxyamine hydrochloride was added, and the mixture was stirred at room temperature for 18 hours. After completion of the reaction, the reaction mixture was mixed with 5 ml of water and extracted with ethyl acetate (5 ml×3), and the resulting organic layers were combined, dried over saturated aqueous sodium chloride and then anhydrous sod...